This data is from the Open Reaction Database (ORD), a public repository of structured organic reaction records. The task is: describe an organic reaction: reactants, conditions, products, and yield Reactants: ClCC=1N=C(OC1C)C1=CC=CC=C1 (4-chloromethyl-5-methyl-2-phenyl-oxazole), C([O-])([O-])=O.[Cs+].[Cs+] (cesium carbonate), [I-].[K+] (potassium iodide), COC([C@H](CC1=C(C=C(C=C1)O)F)OCC)=O ((2S)-2-ethoxy-3-(2-fluoro-4-hydroxy-phenyl)-propionic acid methyl ester). Yields the product COC([C@H](CC1=C(C=C(C=C1)OCC=1N=C(OC1C)C1=CC=CC=C1)F)OCC)=O ((S)-2-ethoxy-3-[2-fluoro-4-(5-methyl-2-phenyl-oxazol-4-ylmethoxy)-phenyl]-propionic acid methyl ester). As a reaction SMILES: [CH3:1][O:2][C:3](=[O:17])[C@@H:4]([O:14][CH2:15][CH3:16])[CH2:5][C:6]1[CH:11]=[CH:10][C:9]([OH:12])=[CH:8][C:7]=1[F:13].Cl[CH2:19][C:20]1[N:21]=[C:22]([C:26]2[CH:31]=[CH:30][CH:29]=[CH:28][CH:27]=2)[O:23][C:24]=1[CH3:25].C(=O)([O-])[O-].[Cs+].[Cs+].[I-].[K+]>>[CH3:1][O:2][C:3](=[O:17])[C@@H:4]([O:14][CH2:15][CH3:16])[CH2:5][C:6]1[CH:11]=[CH:10][C:9]([O:12][CH2:19][C:20]2[N:21]=[C:22]([C:26]3[CH:31]=[CH:30][CH:29]=[CH:28][CH:27]=3)[O:23][C:24]=2[CH3:25])=[CH:8][C:7]=1[F:13] |f:2.3.4,5.6|. Reported procedure: In analogy to the procedure described in example 1 f], (2S)-2-ethoxy-3-(2-fluoro-4-hydroxy-phenyl)-propionic acid methyl ester was reacted with 4-chloromethyl-5-methyl-2-phenyl-oxazole in the presence of cesium carbonate and potassium iodide to yield (S)-2-ethoxy-3-[2-fluoro-4-(5-methyl-2-phenyl-oxazol-4-ylmethoxy)-phenyl]-propionic acid methyl ester as colorless liquid. Starting materials: OC1=CC=C(C=C1)C(C)(C)C1=CC=C(OC[C@@H](CO)O)C=C1 ((R)-3-(4-(2-(4-hydroxyphenyl)propan-2-yl)phenoxy)propane-1,2-diol), C([O-])([O-])=O.[Cs+].[Cs+] (cesium carbonate), CC1=CC=C(C=C1)S(=O)(=O)OC[C@H]2CO2 ((2R)-(−)-glycidyl tosylate). Solvent: C(C)#N (acetonitrile), C(C)#N (acetonitrile). Reaction conditions: time 20 minute. The product is O1[C@H](C1)COC1=CC=C(C=C1)C(C)(C)C1=CC=C(OC[C@@H](CO)O)C=C1 ((R)-3-(4-(2-(4-((R)-oxiran-2-ylmethoxy)phenyl)propan-2-yl)phenoxy)propane-1,2-diol). Isolated yield 91.6%. As a reaction SMILES: [OH:1][C:2]1[CH:7]=[CH:6][C:5]([C:8]([C:11]2[CH:22]=[CH:21][C:14]([O:15][CH2:16][C@H:17]([OH:20])[CH2:18][OH:19])=[CH:13][CH:12]=2)([CH3:10])[CH3:9])=[CH:4][CH:3]=1.C(=O)([O-])[O-].[Cs+].[Cs+].CC1C=CC(S(O[CH2:40][C@@H:41]2[O:43][CH2:42]2)(=O)=O)=CC=1>C(#N)C>[O:43]1[CH2:42][C@@H:41]1[CH2:40][O:1][C:2]1[CH:3]=[CH:4][C:5]([C:8]([C:11]2[CH:12]=[CH:13][C:14]([O:15][CH2:16][C@H:17]([OH:20])[CH2:18][OH:19])=[CH:21][CH:22]=2)([CH3:9])[CH3:10])=[CH:6][CH:7]=1 |f:1.2.3|. Procedure details: To a stirred solution of (R)-3-(4-(2-(4-hydroxyphenyl)propan-2-yl)phenoxy)propane-1,2-diol (3.77 g, 12.49 mmol, 1.0 equiv) in anhydrous acetonitrile (35 mL) at rt was added cesium carbonate (6.1 g, 18.73 mmol, 1.5 equiv), and the mixture was stirred for 20 min under argon atmosphere. A solution of (2R)-(−)-glycidyl tosylate 98% (4.3 g, 18.73 mmol, 1.5 equiv) in anhydrous acetonitrile (8 mL) was added slowly via syringe, and the mixture was allowed to react at 30° C. for 120 h. The reaction mixtu...